This data is from the Open Reaction Database (ORD), a public repository of structured organic reaction records. The task is: describe an organic reaction: reactants, conditions, products, and yield The reactants are ClC1=C(C(=O)OC)C=C(C=N1)Cl (methyl 2,5-dichloronicotinate), FC(C=1C=C(OC2CNCC2)C=CC1)(F)F (3-(3-(trifluoromethyl)phenoxy)pyrrolidine). Yields the product ClC=1C=NC(=C(C(=O)OC)C1)N1CC(CC1)OC1=CC(=CC=C1)C(F)(F)F (methyl 5-chloro-2-(3-(3-(trifluoromethyl)phenoxy)pyrrolidin-1-yl)nicotinate). The yield is 57.6%. RXN SMILES: Cl[C:2]1[N:11]=[CH:10][C:9]([Cl:12])=[CH:8][C:3]=1[C:4]([O:6][CH3:7])=[O:5].[F:13][C:14]([F:28])([F:27])[C:15]1[CH:16]=[C:17]([CH:24]=[CH:25][CH:26]=1)[O:18][CH:19]1[CH2:23][CH2:22][NH:21][CH2:20]1>>[Cl:12][C:9]1[CH:10]=[N:11][C:2]([N:21]2[CH2:22][CH2:23][CH:19]([O:18][C:17]3[CH:24]=[CH:25][CH:26]=[C:15]([C:14]([F:13])([F:28])[F:27])[CH:16]=3)[CH2:20]2)=[C:3]([CH:8]=1)[C:4]([O:6][CH3:7])=[O:5]. Reported procedure: The title compound (D92) (270 mg) was prepared according to the experimental procedure described in Description 62 starting methyl 2,5-dichloronicotinate (241.37 mg, 1.17 mmol) and from 3-(3-(trifluoromethyl)phenoxy)pyrrolidine (D58) (323 mg, 1.39 mmol). The reactants are CN(C)C=O, CN1CCN(C(=O)c2ccc(Cl)nc2)CC1, Cn1cc(Br)cc(N)c1=O. Yields the product CN1CCN(C(=O)c2ccc(Nc3cc(Br)cn(C)c3=O)nc2)CC1. RXN SMILES: [CH3:27][N:28]([CH3:29])[CH:30]=[O:31].[Cl:1][c:2]1[cH:3][cH:4][c:5]([C:8](=[O:9])[N:10]2[CH2:11][CH2:12][N:13]([CH3:16])[CH2:14][CH2:15]2)[cH:6][n:7]1.[NH2:17][c:18]1[c:19](=[O:26])[n:20]([CH3:25])[cH:21][c:22]([Br:24])[cH:23]1>>[c:2]1([NH:17][c:18]2[c:19](=[O:26])[n:20]([CH3:25])[cH:21][c:22]([Br:24])[cH:23]2)[cH:3][cH:4][c:5]([C:8](=[O:9])[N:10]2[CH2:11][CH2:12][N:13]([CH3:16])[CH2:14][CH2:15]2)[cH:6][n:7]1. Reactants: BrC1=CC=C(C=N1)C(=O)N1CCN(CC1)C1=NC=C(C=C1C)C ((6-bromopyridin-3-yl)[4-(3,5-dimethylpyridin-2-yl)piperazin-1-yl]methanone), CC=1C(=NC=C(C1)C)N1CCN(CC1)C(=O)C=1C=CC(=NC1)N1C(N(C[C@H]1C)CC1=CC=C(C=C1)OC)=O ((R)-3-{5-[4-(3,5-dimethylpyridin-2-yl)piperazine-1-carbonyl]pyridin-2-yl}-1-(4-methoxybenzyl)-4-methylimidazolidin-2-one), COC1=CC=C(CN2C(N[C@@H](C2)C)=O)C=C1 ((R)-1-(4-methoxybenzyl)-4-methylimidazolidin-2-one). Yields the product CC=1C(=NC=C(C1)C)N1CCN(CC1)C(=O)C=1C=CC(=NC1)N1C(NC[C@H]1C)=O ((R)-1-{5-[4-(3,5-dimethylpyridin-2-yl)piperazine-1-carbonyl]pyridin-2-yl}-5-methylimidazolidin-2-one). RXN SMILES: BrC1N=CC(C(N2CCN(C3C(C)=CC(C)=CN=3)CC2)=O)=CC=1.COC1C=CC(CN2C[C@@H](C)NC2=O)=CC=1.[CH3:40][C:41]1[C:42]([N:48]2[CH2:53][CH2:52][N:51]([C:54]([C:56]3[CH:57]=[CH:58][C:59]([N:62]4[C@H:66]([CH3:67])[CH2:65][N:64](CC5C=CC(OC)=CC=5)[C:63]4=[O:77])=[N:60][CH:61]=3)=[O:55])[CH2:50][CH2:49]2)=[N:43][CH:44]=[C:45]([CH3:47])[CH:46]=1>>[CH3:40][C:41]1[C:42]([N:48]2[CH2:49][CH2:50][N:51]([C:54]([C:56]3[CH:57]=[CH:58][C:59]([N:62]4[C@H:66]([CH3:67])[CH2:65][NH:64][C:63]4=[O:77])=[N:60][CH:61]=3)=[O:55])[CH2:52][CH2:53]2)=[N:43][CH:44]=[C:45]([CH3:47])[CH:46]=1. Procedure: Using (6-bromopyridin-3-yl)[4-(3,5-dimethylpyridin-2-yl)piperazin-1-yl]methanone (150 mg) described in Preparation Example 127 and (R)-1-(4-methoxybenzyl)-4-methylimidazolidin-2-one (106 mg) described in Preparation Example 202 and by the reaction and treatment in the same manner as in Example 426, the title compound (81 mg) was obtained via (R)-3-{5-[4-(3,5-dimethylpyridin-2-yl)piperazine-1-carbonyl]pyridin-2-yl}-1-(4-methoxybenzyl)-4-methylimidazolidin-2-one.